From a dataset of the Open Reaction Database (ORD), a public repository of structured organic reaction records. describe an organic reaction: reactants, conditions, products, and yield The reactants are C(C)(C)(C)N1S(C(=C(C1=O)NC1CCNCC1)C1=CC=CC=C1)(=O)=O (2-tert-butyl-5-phenyl-4-(piperidin-4-ylamino)isothiazol-3(2H)-one 1,1-dioxide), C(C1=CC=CC=C1)(=O)O (benzoic acid), C(CCl)Cl (EDC), C=1C=CC2=C(C1)N=NN2O (HOBt), TEA. Solvent: C1CCOC1 (THF). Reaction conditions: time 3.5 hour. Yields the product C(C1=CC=CC=C1)(=O)N1CCC(CC1)NC=1C(N(S(C1C1=CC=CC=C1)(=O)=O)C(C)(C)C)=O (4-[(1-Benzoylpiperidin-4-yl)amino]-2-ter-butyl-5-phenylisothiazol-3(2H)-one 1,1-dioxide). Isolated yield 70.4%. Reaction SMILES: [C:1]([N:5]1[C:9](=[O:10])[C:8]([NH:11][CH:12]2[CH2:17][CH2:16][NH:15][CH2:14][CH2:13]2)=[C:7]([C:18]2[CH:23]=[CH:22][CH:21]=[CH:20][CH:19]=2)[S:6]1(=[O:25])=[O:24])([CH3:4])([CH3:3])[CH3:2].[C:26](O)(=[O:33])[C:27]1[CH:32]=[CH:31][CH:30]=[CH:29][CH:28]=1.C(Cl)CCl.C1C=CC2N(O)N=NC=2C=1>C1COCC1>[C:26]([N:15]1[CH2:16][CH2:17][CH:12]([NH:11][C:8]2[C:9](=[O:10])[N:5]([C:1]([CH3:4])([CH3:2])[CH3:3])[S:6](=[O:25])(=[O:24])[C:7]=2[C:18]2[CH:19]=[CH:20][CH:21]=[CH:22][CH:23]=2)[CH2:13][CH2:14]1)(=[O:33])[C:27]1[CH:32]=[CH:31][CH:30]=[CH:29][CH:28]=1. Procedure: A mixture of 2-tert-butyl-5-phenyl-4-(piperidin-4-ylamino)isothiazol-3(2H)-one 1,1-dioxide (Example 75) (0.150 mg, 0.413 mmol), benzoic acid (0.055 g, 0.454 mmol), EDC (0.087 g, 0.454 mmol), HOBt (0.061 g, 0.454 mmol) and TEA (0.120 ml, 0.825 mmol) in THF (3 ml) was stirred at rt for 3.5 h. The reaction mixture was evaporated and the residue was purified by silica gel column chromatography (Horizons Biotage) using 50% EtOAc in petroleum ether 40-60° C. as eluent to give the title compound (0.136... Reactants: C(C)(C)(C)OC(=O)N1CCN(CC1)C1=NC(=C(N=C1)N)C(=O)O (5′-amino-2,3,5,6-tetrahydro-[1,2′]bipyrazinyl-4,6′-dicarboxylic acid 4-tert-butyl ester), Example 16 ( e ), C[Si](C)(C)C=[N+]=[N-] (trimethylsilyldiazomethane). Solvent: C1=CC=CC=C1 (benzene), CO (methanol). Run at time 8 hour. Yields the product COC(=O)C1=C(N=CC(=N1)N1CCN(CC1)C(=O)OC(C)(C)C)N (5′-amino-2,3,5,6-tetrahydro-[1,2′]bipyrazinyl-4,6′-dicarboxylic acid 4-tert-butyl ester 6′-methyl ester). Yield: 96.0%. Reaction SMILES: [C:1]([O:5][C:6]([N:8]1[CH2:13][CH2:12][N:11]([C:14]2[CH:19]=[N:18][C:17]([NH2:20])=[C:16]([C:21]([OH:23])=[O:22])[N:15]=2)[CH2:10][CH2:9]1)=[O:7])([CH3:4])([CH3:3])[CH3:2].[CH3:24][Si](C=[N+]=[N-])(C)C>C1C=CC=CC=1.CO>[CH3:24][O:22][C:21]([C:16]1[N:15]=[C:14]([N:11]2[CH2:10][CH2:9][N:8]([C:6]([O:5][C:1]([CH3:4])([CH3:2])[CH3:3])=[O:7])[CH2:13][CH2:12]2)[CH:19]=[N:18][C:17]=1[NH2:20])=[O:23]. Procedure: To a solution of 5′-amino-2,3,5,6-tetrahydro-[1,2′]bipyrazinyl-4,6′-dicarboxylic acid 4-tert-butyl ester (510 mg, 1.6 mmol; see Example 16 (e) above) in benzene (4 mL) and methanol (4 mL) was added a solution of trimethylsilyldiazomethane (2 M in hexane, 2 mL). The reaction was stirred at room temperature for overnight. The solvent was then removed in vacuo and the residue was purified by flash chromatography using ethyl acetate/hexanes (40:60) as eluant to afford 5′-amino-2,3,5,6-tetrahydro-[1,...